From a dataset of the Open Reaction Database (ORD), a public repository of structured organic reaction records. describe an organic reaction: reactants, conditions, products, and yield The reactants are Cc1oc(-c2ccco2)nc1COc1cccc(COc2nn(Cc3ccccc3)cc2CO)c1, C1CCOC1. The product is Cc1oc(-c2ccco2)nc1COc1cccc(COc2nn(Cc3ccccc3)cc2C=O)c1. RXN SMILES: [CH2:1]([c:2]1[cH:3][cH:4][cH:5][cH:6][cH:7]1)[n:8]1[n:9][c:10]([O:15][CH2:16][c:17]2[cH:18][c:19]([O:23][CH2:24][c:25]3[n:26][c:27](-[c:31]4[o:32][cH:33][cH:34][cH:35]4)[o:28][c:29]3[CH3:30])[cH:20][cH:21][cH:22]2)[c:11]([CH2:13][OH:14])[cH:12]1.[O:36]1[CH2:37][CH2:38][CH2:39][CH2:40]1>>[CH2:1]([c:2]1[cH:3][cH:4][cH:5][cH:6][cH:7]1)[n:8]1[n:9][c:10]([O:15][CH2:16][c:17]2[cH:18][c:19]([O:23][CH2:24][c:25]3[n:26][c:27](-[c:31]4[o:32][cH:33][cH:34][cH:35]4)[o:28][c:29]3[CH3:30])[cH:20][cH:21][cH:22]2)[c:11]([CH:13]=[O:14])[cH:12]1. Reactants: C(C1=CC=CC=C1)OC=1C=CC=C2C(=CC(=NC12)C)CO (8-benzyloxy-4-hydroxymethyl-2-methylquinoline), [OH-].[Na+] (sodium hydroxide), C([O-])(O)=O.[Na+] (sodium bicarbonate), CI (methyl iodide). Solvent: CN(C=O)C (N,N-dimethylformamide). Reaction conditions: time 15 minute. Product: C(C1=CC=CC=C1)OC=1C=CC=C2C(=CC(=NC12)C)COC (8-benzyloxy-4-methoxymethyl-2-methylquinoline). As a reaction SMILES: [CH2:1]([O:8][C:9]1[CH:10]=[CH:11][CH:12]=[C:13]2[C:18]=1[N:17]=[C:16]([CH3:19])[CH:15]=[C:14]2[CH2:20][OH:21])[C:2]1[CH:7]=[CH:6][CH:5]=[CH:4][CH:3]=1.[OH-].[Na+].CI.[C:26](=O)(O)[O-].[Na+]>CN(C)C=O>[CH2:1]([O:8][C:9]1[CH:10]=[CH:11][CH:12]=[C:13]2[C:18]=1[N:17]=[C:16]([CH3:19])[CH:15]=[C:14]2[CH2:20][O:21][CH3:26])[C:2]1[CH:7]=[CH:6][CH:5]=[CH:4][CH:3]=1 |f:1.2,4.5|. Procedure details: To a solution of 8-benzyloxy-4-hydroxymethyl-2-methylquinoline (148 mg) in N,N-dimethylformamide (1.5 ml) was added sodium hydroxide (60% in oil, 23.3 mg) under ice-cooling, and the mixture was stirred for 15 minutes at the same temperature. To the mixture was added methyl iodide (82.7 mg) under ice-cooling, and the mixture was stirred for 15 minutes at the same temperature and then overnight at ambient temperature. To the mixture was added saturated sodium bicarbonate solution, and the mixture ... Solvent: C(Cl)(Cl)Cl (Chloroform), C(C)N(CC)CC (triethylamine). Starting materials: C1(CCCCC1)CCN (N-cyclohexylethylamine), CC=1C(NC2=CC=C(C=C2N1)OCCCC(=O)O)=O (3-methyl-6-(3-carboxypropoxy)-2-oxo-1,2-dihydroquinoxaline), O1CCCC1 (tetrahydrofuran), C(C(C)(C)C)(=O)Cl (pivaloyl chloride). Reported procedure: 3-methyl-6-(3-carboxypropoxy)-2-oxo-1,2-dihydroquinoxaline 2.0 mM obtained in Example 11 was added to tetrahydrofuran 20 ml. An equimolar amount of triethylamine was added thereto, and there was further added dropwise an equimolar amount of pivaloyl chloride at -10° C. and the mixture was stirred at below -10° C. for 1 hour. N-cyclohexylethylamine 0.3 ml was added at once to the obtained reaction mixture, and the mixture was stirred for 3 hours while gradually adjusting the temperature to room t... The yield is 63.3%. Conditions: time 1 hour. Reaction SMILES: [CH3:1][C:2]1[C:3](=[O:19])[NH:4][C:5]2[C:10]([N:11]=1)=[CH:9][C:8]([O:12][CH2:13][CH2:14][CH2:15][C:16]([OH:18])=O)=[CH:7][CH:6]=2.O1[CH2:24][CH2:23][CH2:22][CH2:21]1.C(Cl)(=O)[C:26]([CH3:29])(C)C.C1([CH2:38][CH2:39][NH2:40])CCCCC1>C(Cl)(Cl)Cl.C(N(CC)CC)C>[CH3:1][C:2]1[C:3](=[O:19])[NH:4][C:5]2[C:10]([N:11]=1)=[CH:9][C:8]([O:12][CH2:13][CH2:14][CH2:15][C:16]([N:40]([CH:21]1[CH2:29][CH2:26][CH2:24][CH2:23][CH2:22]1)[CH2:39][CH3:38])=[O:18])=[CH:7][CH:6]=2. The product is CC=1C(NC2=CC=C(C=C2N1)OCCCC(=O)N(CC)C1CCCCC1)=O (3-methyl-6-[3-(N-cyclohexyl-N-ethylaminocarbonyl) propoxy]-2-oxo-1,2-dihydroquinoxaline). The reactants are ClCCl, O=S(Cl)Cl, O=C(O)C1CCN(c2ccncc2)CC1. Product: O=C(Cl)C1CCN(c2ccncc2)CC1. Reaction SMILES: [CH2:20]([Cl:21])[Cl:22].[S:1]([Cl:2])([Cl:3])=[O:4].[n:5]1[cH:6][cH:7][c:8]([N:11]2[CH2:12][CH2:13][CH:14]([C:17](=[O:18])[OH:19])[CH2:15][CH2:16]2)[cH:9][cH:10]1>>[Cl:3][C:17]([CH:14]1[CH2:13][CH2:12][N:11]([c:8]2[cH:7][cH:6][n:5][cH:10][cH:9]2)[CH2:16][CH2:15]1)=[O:19].